From a dataset of the Open Reaction Database (ORD), a public repository of structured organic reaction records. describe an organic reaction: reactants, conditions, products, and yield Starting materials: Cl, [Na+], CN(C)C=O, [OH-], O, O=C1COC(c2ccccc2)(c2ccccc2)C(C(=O)OCc2ccccc2)O1. Yields the product O=C(O)COC(c1ccccc1)(c1ccccc1)C(O)C(=O)OCc1ccccc1. As a reaction SMILES: [ClH:32].[Na+:31].[O:33]=[CH:34][N:35]([CH3:36])[CH3:37].[OH-:30].[OH2:38].[c:1]1([C:7]2([c:24]3[cH:25][cH:26][cH:27][cH:28][cH:29]3)[O:8][CH2:9][C:10](=[O:23])[O:11][CH:12]2[C:13](=[O:14])[O:15][CH2:16][c:17]2[cH:18][cH:19][cH:20][cH:21][cH:22]2)[cH:2][cH:3][cH:4][cH:5][cH:6]1>>[c:1]1([C:7]([O:8][CH2:9][C:10]([OH:23])=[O:30])([CH:12]([OH:11])[C:13](=[O:14])[O:15][CH2:16][c:17]2[cH:18][cH:19][cH:20][cH:21][cH:22]2)[c:24]2[cH:25][cH:26][cH:27][cH:28][cH:29]2)[cH:2][cH:3][cH:4][cH:5][cH:6]1. Starting materials: [N+](=[N-])=CC(=O)OCC (Ethyl diazoacetate), C1=CC=CC=C1 (benzene), dirhodium(II). The reagents and catalysts are C=1C=CC(=CC1)[P](C=2C=CC=CC2)(C=3C=CC=CC3)[Pd]([P](C=4C=CC=CC4)(C=5C=CC=CC5)C=6C=CC=CC6)([P](C=7C=CC=CC7)(C=8C=CC=CC8)C=9C=CC=CC9)[P](C=1C=CC=CC1)(C=1C=CC=CC1)C=1C=CC=CC1 (tetrakis). Run at time 6 hour. Product: C1(=CC=CC=CC1)C(=O)OCC (ethyl 1,3,5-cycloheptatriene-1-carboxylate). Isolated yield 80.8%. As a reaction SMILES: [N+](=[CH:3][C:4]([O:6][CH2:7][CH3:8])=[O:5])=[N-].[CH:9]1[CH:14]=[CH:13][CH:12]=[CH:11][CH:10]=1>C1C=CC([P]([Pd]([P](C2C=CC=CC=2)(C2C=CC=CC=2)C2C=CC=CC=2)([P](C2C=CC=CC=2)(C2C=CC=CC=2)C2C=CC=CC=2)[P](C2C=CC=CC=2)(C2C=CC=CC=2)C2C=CC=CC=2)(C2C=CC=CC=2)C2C=CC=CC=2)=CC=1>[C:3]1([C:4]([O:6][CH2:7][CH3:8])=[O:5])[CH2:12][CH:11]=[CH:10][CH:9]=[CH:14][CH:13]=1 |^1:18,20,39,58|. Procedure: Ethyl diazoacetate (43.4 g, 0.38 mol) was added slowly (syringe pump) over a period of 7 hours to a mixture of benzene (594.32 g, 7.61 mol) and tetrakis (perfluorobenzoato) dirhodium(II) (0.84 g, 0.16 mol). After stirring at room temperature for 6 hours, the solvent was removed and the oily residue distilled in vacuo to give 50.44 g (81%) of ethyl 1,3,5-cycloheptatriene-1-carboxylate: bp 90°-96° C. 2.4-3.0 mm Hg); Starting materials: NC1=C(C(=NC2=CC=CC(=C12)OC[C@@H](C)N)C)C(=O)OCC ((R)-ethyl 4-amino-5-(2-aminopropoxy)-2-methylquinoline-3-carboxylate), C(C1=CC=NC=C1)(=O)O (isonicotinic acid). Yields the product NC1=C(C(=NC2=CC=CC(=C12)OC[C@@H](C)NC(C1=CC=NC=C1)=O)C)C(=O)OCC ((R)-ethyl 4-amino-5-(2-(isonicotinamido)propoxy)-2-methylquinoline-3-carboxylate). Reaction SMILES: [NH2:1][C:2]1[C:11]2[C:6](=[CH:7][CH:8]=[CH:9][C:10]=2[O:12][CH2:13][C@H:14]([NH2:16])[CH3:15])[N:5]=[C:4]([CH3:17])[C:3]=1[C:18]([O:20][CH2:21][CH3:22])=[O:19].[C:23](O)(=[O:30])[C:24]1[CH:29]=[CH:28][N:27]=[CH:26][CH:25]=1>>[NH2:1][C:2]1[C:11]2[C:6](=[CH:7][CH:8]=[CH:9][C:10]=2[O:12][CH2:13][C@H:14]([NH:16][C:23](=[O:30])[C:24]2[CH:29]=[CH:28][N:27]=[CH:26][CH:25]=2)[CH3:15])[N:5]=[C:4]([CH3:17])[C:3]=1[C:18]([O:20][CH2:21][CH3:22])=[O:19]. Reported procedure: Prepared as in Example 24a from (R)-ethyl 4-amino-5-(2-aminopropoxy)-2-methyl-quinoline-3-carboxylate (Example 86b) and isonicotinic acid as brown solid (41%). MS 409 (MH+). Reactants: BrC=1C=NC=2N(C1)N=C(N2)CO ((6-bromo-[1,2,4]triazolo[1,5-a]pyrimidin-2-yl)-methanol), Phl(OAc)2, CC(C)(C)OC (MTBE), CC1(CCCC(N1[O])(C)C)C (TEMPO). Solvent: ClCCl (dichloromethane). The product is BrC=1C=NC=2N(C1)N=C(N2)C=O (6-bromo-[1,2,4]triazolo[1,5-a]pyrimidine-2-carbaldehyde). The yield is 74.2%. Reaction SMILES: [Br:1][C:2]1[CH:3]=[N:4][C:5]2[N:6]([N:8]=[C:9]([CH2:11][OH:12])[N:10]=2)[CH:7]=1.CC1(C)N([O])C(C)(C)CCC1.CC(OC)(C)C>ClCCl>[Br:1][C:2]1[CH:3]=[N:4][C:5]2[N:6]([N:8]=[C:9]([CH:11]=[O:12])[N:10]=2)[CH:7]=1 |^1:16|. Reported procedure: A slurry of (6-bromo-[1,2,4]triazolo[1,5-a]pyrimidin-2-yl)-methanol (6.5 g, 28.51 mmol) from step 1 above in dichloromethane (60 mL) was added Phl(OAc)2 (10.1 mg, 31.4 mmol) and with catalytic TEMPO (334 mg, 2.14 mmol). After reaction at room temperature for 3 hours, the reaction is complete. MTBE is added slowly (50 mL) to crystallize the product, filtration followed by drying the product by vacuum oven overnight. The filtrate was concentrated and purified by flash chromatography (2% MeOH in CH... The reactants are CS(=O)C (DMSO), BrC=1C=NC(=NC1)Cl (5-bromo-2-chloropyrimidine), [C-]#N.[Na+] (sodium cyanide). Solvent: O (water), CCOC(=O)C (EtOAc). Yields the product BrC=1C=NC(=NC1)C#N (5-bromopyrimidine-2-carbonitrile). Yield: 82.5%. RXN SMILES: CS(C)=O.[Br:5][C:6]1[CH:7]=[N:8][C:9](Cl)=[N:10][CH:11]=1.[C-:13]#[N:14].[Na+]>O.CCOC(C)=O>[Br:5][C:6]1[CH:7]=[N:8][C:9]([C:13]#[N:14])=[N:10][CH:11]=1 |f:2.3|. Procedure details: To a room temperature DMSO solution (20.0 mL) of 5-bromo-2-chloropyrimidine (1.02 g, 5.27 mmol) was added sodium cyanide (0.284 g, 5.80 mmol). After 70 minutes the reaction mixture was diluted with water (300 mL) and EtOAc (150 mL). The organic layer was washed three times with half brine, then once with brine. The organic layer was dried over sodium sulfate, filtered and evaporated under reduced pressure to obtain a residue, which was subject to silica gel chromatography. Collection of the prod...